Dataset: the Open Reaction Database (ORD), a public repository of structured organic reaction records. Task: describe an organic reaction: reactants, conditions, products, and yield The reactants are O=[O+][O-] (Ozone), C(=CC)C1=C(C=CC(=C1)OC1=C(C=CC=C1)Cl)O (2-(1-propenyl)-4-(2-chlorophenoxy)phenol). Solvent: C(C)(=O)O (acetic acid), C(C)(=O)OCC (ethyl acetate). Product: OC1=C(C=O)C=C(C=C1)OC1=C(C=CC=C1)Cl (2-hydroxy-5-(2-chlorophenoxy)benzaldehyde). RXN SMILES: [O:1]=[O+][O-].[CH:4]([C:7]1[CH:12]=[C:11]([O:13][C:14]2[CH:19]=[CH:18][CH:17]=[CH:16][C:15]=2[Cl:20])[CH:10]=[CH:9][C:8]=1[OH:21])=CC>C(O)(=O)C.C(OCC)(=O)C>[OH:21][C:8]1[CH:9]=[CH:10][C:11]([O:13][C:14]2[CH:19]=[CH:18][CH:17]=[CH:16][C:15]=2[Cl:20])=[CH:12][C:7]=1[CH:4]=[O:1]. Reported procedure: Ozone gas was introduced into a solution of 2-(1-propenyl)-4-(2-chlorophenoxy)phenol (14.5 g) in a mixture of acetic acid (10 ml) and ethyl acetate (150 ml) with stirring at 2°-7° C. for an hour. After removing of the excess of ozone gas and addition of aqueous solution of sodium dithionite, the organic layer was separated, washed with saturated aqueous sodium bicarbonate and water, dried and evaporated. The residue was purified by column chromatography (silical gel, benzene) to give oily 2-hydr... Reactants: [Al+3], CC(C)(C)OC(=O)N1CCC(N(Cc2cccc(C(=O)O)c2)c2ccc3sccc3c2)CC1, C1CCOC1, [H-], [H-], [H-], [H-], [Li+]. Yields the product CC(C)(C)OC(=O)N1CCC(N(Cc2cccc(CO)c2)c2ccc3sccc3c2)CC1. RXN SMILES: [Al+3:2].[C:7]([CH3:8])([CH3:9])([CH3:10])[O:11][C:12](=[O:13])[N:14]1[CH2:15][CH2:16][CH:17]([N:20]([CH2:21][c:22]2[cH:23][c:24]([C:28](=[O:29])[OH:30])[cH:25][cH:26][cH:27]2)[c:31]2[cH:32][c:33]3[c:34]([s:35][cH:36][cH:37]3)[cH:38][cH:39]2)[CH2:18][CH2:19]1.[CH2:40]1[O:41][CH2:42][CH2:43][CH2:44]1.[H-:1].[H-:4].[H-:5].[H-:6].[Li+:3]>>[C:7]([CH3:8])([CH3:9])([CH3:10])[O:11][C:12](=[O:13])[N:14]1[CH2:15][CH2:16][CH:17]([N:20]([CH2:21][c:22]2[cH:23][c:24]([CH2:28][OH:29])[cH:25][cH:26][cH:27]2)[c:31]2[cH:32][c:33]3[c:34]([s:35][cH:36][cH:37]3)[cH:38][cH:39]2)[CH2:18][CH2:19]1.